Dataset: the Open Reaction Database (ORD), a public repository of structured organic reaction records. Task: describe an organic reaction: reactants, conditions, products, and yield The reactants are C=CCOc1cncc(-n2cc(C#Cc3cccc(Cl)c3)nc2C)n1, ClCCl, O, [SiH3]c1ccccc1. Product: Cc1nc(C#Cc2cccc(Cl)c2)cn1-c1cncc(=O)[nH]1. Reaction SMILES: [CH2:1]([CH:2]=[CH2:3])[O:4][c:5]1[n:6][c:7](-[n:11]2[c:12]([CH3:25])[n:13][c:14]([C:16]#[C:17][c:18]3[cH:19][c:20]([Cl:24])[cH:21][cH:22][cH:23]3)[cH:15]2)[cH:8][n:9][cH:10]1.[CH2:34]([Cl:35])[Cl:36].[OH2:33].[c:26]1([SiH3:27])[cH:28][cH:29][cH:30][cH:31][cH:32]1>>[O:4]=[c:5]1[nH:6][c:7](-[n:11]2[c:12]([CH3:25])[n:13][c:14]([C:16]#[C:17][c:18]3[cH:19][c:20]([Cl:24])[cH:21][cH:22][cH:23]3)[cH:15]2)[cH:8][n:9][cH:10]1. Reactants: NN=CC1=CC=C(C=C1)CCCCC(=O)NC(CC(=O)O)CS(=O)(=O)C1=CC=CC=C1 ((±)-3-[[5-[4-(Aminoiminomethyl)phenyl]-1-oxopentyl]amino]-4-(phenylsulfonyl)butanoic acid), C(C)O (ethanol), Cl (HCl). The solvent is O1CCOCC1 (dioxane). Conditions: time 2 hour. The product is NN=CC1=CC=C(C=C1)CCCCC(=O)NC(CC(=O)OCC)CS(=O)(=O)C1=CC=CC=C1 ((±)-ethyl 3-[[5-[4-(aminoiminomethyl)phenyl]-1-oxopentyl]amino]-4-(phenylsulfonyl)butanoate). RXN SMILES: [NH2:1][N:2]=[CH:3][C:4]1[CH:9]=[CH:8][C:7]([CH2:10][CH2:11][CH2:12][CH2:13][C:14]([NH:16][CH:17]([CH2:22][S:23]([C:26]2[CH:31]=[CH:30][CH:29]=[CH:28][CH:27]=2)(=[O:25])=[O:24])[CH2:18][C:19]([OH:21])=[O:20])=[O:15])=[CH:6][CH:5]=1.[CH2:32](O)[CH3:33].Cl>O1CCOCC1>[NH2:1][N:2]=[CH:3][C:4]1[CH:5]=[CH:6][C:7]([CH2:10][CH2:11][CH2:12][CH2:13][C:14]([NH:16][CH:17]([CH2:22][S:23]([C:26]2[CH:27]=[CH:28][CH:29]=[CH:30][CH:31]=2)(=[O:24])=[O:25])[CH2:18][C:19]([O:21][CH2:32][CH3:33])=[O:20])=[O:15])=[CH:8][CH:9]=1. Procedure: (±)-3-[[5-[4-(Aminoiminomethyl)phenyl]-1-oxopentyl]amino]-4-(phenylsulfonyl)butanoic acid (2.5 g) was added to dry ethanol (50 ml) and 4N HCl in dioxane (10 ml) . This mixture was left to stir for 2 h. After complete reaction the solvent was removed under reduced pressure and the oily mass was purified by reverse phase chromatography (water/acetonitrile) and lyophilized to give 1.6 g of the title compound as a white solid: 1H NMR (d6 -DMSO) δ1.15 (t, 3H, J=7.5 Hz), 1.48 (m, 2H), 1.56 (m, 2H), 1....